From a dataset of the Open Reaction Database (ORD), a public repository of structured organic reaction records. describe an organic reaction: reactants, conditions, products, and yield The reactants are [Li]CCCC, CON(C)C(=O)c1ccccc1N, FC(F)(F)c1cc(Br)cc(C(F)(F)F)c1, C1CCOC1. Yields the product Nc1ccccc1C(=O)c1cc(C(F)(F)F)cc(C(F)(F)F)c1. As a reaction SMILES: [CH2:29]([Li:30])[CH2:31][CH2:32][CH3:33].[CH3:1][O:2][N:3]([C:4]([c:5]1[c:6]([NH2:7])[cH:8][cH:9][cH:10][cH:11]1)=[O:12])[CH3:13].[F:14][C:15]([c:16]1[cH:17][c:18]([Br:26])[cH:19][c:20]([C:22]([F:23])([F:24])[F:25])[cH:21]1)([F:27])[F:28].[O:34]1[CH2:35][CH2:36][CH2:37][CH2:38]1>>[C:4]([c:5]1[c:6]([NH2:7])[cH:8][cH:9][cH:10][cH:11]1)(=[O:12])[c:18]1[cH:17][c:16]([C:15]([F:14])([F:27])[F:28])[cH:21][c:20]([C:22]([F:23])([F:24])[F:25])[cH:19]1. The reactants are IC=1C=NNC1 (4-iodo-1H-pyrazole), [H-].[Na+] (NaH), ICCF (1-iodo-2-fluoroethane). Run in CN(C)C=O (DMF). Run at time 20 minute. Yields the product FCCN1N=CC(=C1)I (1-(2-fluoroethyl)-4-iodo-1H-pyrazole). The yield is 78.9%. As a reaction SMILES: [I:1][C:2]1[CH:3]=[N:4][NH:5][CH:6]=1.[H-].[Na+].I[CH2:10][CH2:11][F:12]>CN(C=O)C>[F:12][CH2:11][CH2:10][N:4]1[CH:3]=[C:2]([I:1])[CH:6]=[N:5]1 |f:1.2|. Procedure: A solution of 4-iodo-1H-pyrazole (1.10 g, 5.7 mmol) in anhydrous DMF (25 mL) is treated with NaH (0.23 g, 60% in mineral oil, 5.7 mmol). After stirring for 20 minutes at room temperature, the reaction mixture is treated with 1-iodo-2-fluoroethane (1.0 g, 5.7 mmol) and stirred over night at room temperature. The reaction is quenched with H2O and diluted with EtOAc. The two layers are separated and the aqueous is extracted with EtOAc. The combined organic extracts are washed with H2O, brine, dried... Starting materials: Cc1cc(O)cc2c1ccn2CC(=O)OC(C)(C)C, CCCCP(CCCC)CCCC, Cn1nc(-c2ccc(OC(F)(F)F)cc2)cc1CO. The product is Cc1cc(OCc2cc(-c3ccc(OC(F)(F)F)cc3)nn2C)cc2c1ccn2CC(=O)OC(C)(C)C. RXN SMILES: [C:1]([CH3:2])([CH3:3])([CH3:4])[O:5][C:6]([CH2:7][n:8]1[cH:9][cH:10][c:11]2[c:12]([CH3:18])[cH:13][c:14]([OH:17])[cH:15][c:16]12)=[O:19].[CH2:39]([P:40]([CH2:41][CH2:42][CH2:43][CH3:44])[CH2:45][CH2:46][CH2:47][CH3:48])[CH2:49][CH2:50][CH3:51].[CH3:20][n:21]1[n:22][c:23](-[c:28]2[cH:29][cH:30][c:31]([O:34][C:35]([F:36])([F:37])[F:38])[cH:32][cH:33]2)[cH:24][c:25]1[CH2:26][OH:27]>>[C:1]([CH3:2])([CH3:3])([CH3:4])[O:5][C:6]([CH2:7][n:8]1[cH:9][cH:10][c:11]2[c:12]([CH3:18])[cH:13][c:14]([O:17][CH2:26][c:25]3[n:21]([CH3:20])[n:22][c:23](-[c:28]4[cH:29][cH:30][c:31]([O:34][C:35]([F:36])([F:37])[F:38])[cH:32][cH:33]4)[cH:24]3)[cH:15][c:16]12)=[O:19].